This data is from the Open Reaction Database (ORD), a public repository of structured organic reaction records. The task is: describe an organic reaction: reactants, conditions, products, and yield Reaction SMILES: Br[C:2]1[CH:7]=[CH:6][C:5]([NH:8][C:9]2[C:14]([C:15]([F:18])([F:17])[F:16])=[CH:13][N:12]=[C:11]([NH:19][C:20]3[CH:34]=[CH:33][C:23]([CH2:24][P:25](=[O:32])([O:29][CH2:30][CH3:31])[O:26][CH2:27][CH3:28])=[CH:22][CH:21]=3)[N:10]=2)=[C:4]([C:35](=[O:38])[NH:36][CH3:37])[CH:3]=1.C([Si](C)(C)[O:44][CH:45]1[CH2:50][CH2:49][CH:48]([N:51]2[CH:55]=[C:54](B3OC(C)(C)C(C)(C)O3)[CH:53]=[N:52]2)[CH2:47][CH2:46]1)(C)(C)C>>[OH:44][C@H:45]1[CH2:46][CH2:47][C@H:48]([N:51]2[CH:55]=[C:54]([C:2]3[CH:7]=[CH:6][C:5]([NH:8][C:9]4[C:14]([C:15]([F:18])([F:17])[F:16])=[CH:13][N:12]=[C:11]([NH:19][C:20]5[CH:34]=[CH:33][C:23]([CH2:24][P:25](=[O:32])([O:29][CH2:30][CH3:31])[O:26][CH2:27][CH3:28])=[CH:22][CH:21]=5)[N:10]=4)=[C:4]([C:35](=[O:38])[NH:36][CH3:37])[CH:3]=3)[CH:53]=[N:52]2)[CH2:49][CH2:50]1. Product: O[C@@H]1CC[C@H](CC1)N1N=CC(=C1)C1=CC(=C(C=C1)NC1=NC(=NC=C1C(F)(F)F)NC1=CC=C(CP(OCC)(OCC)=O)C=C1)C(NC)=O (Diethyl (4-{[4-({4-[1-(trans-4-hydroxycyclohexyl)-1H-pyrazol-4-yl]-2-(methylcarbamoyl)phenyl}amino)-5-(trifluoromethyl)pyrimidin-2-yl]amino}benzyl)phosphonate). Reported procedure: The title compound was prepared using the procedure from Example 97 with Diethyl (4-{[4-{[4-bromo-2-(methylcarbamoyl)phenyl]amino}-5-(trifluoromethyl)pyrimidin-2-yl]amino}benzyl)phosphonate (Example 106) and 1-[4-(tert-butyl-dimethyl-silanyloxy)-cyclohexyl]-4-(4,4,5,5-tetramethyl-[1,3,2]dioxaborolan-2-yl)-1H-pyrazole (Compound 137A). After Suzuki reaction and SPE pre-purification, dried material was dissolved in DCM and 1.0 M HCl in ether was added. The mixture was stirred at room temperature fo... Starting materials: BrC1=CC(=C(C=C1)NC1=NC(=NC=C1C(F)(F)F)NC1=CC=C(CP(OCC)(OCC)=O)C=C1)C(NC)=O (Diethyl (4-{[4-{[4-bromo-2-(methylcarbamoyl)phenyl]amino}-5-(trifluoromethyl)pyrimidin-2-yl]amino}benzyl)phosphonate), C(C)(C)(C)[Si](OC1CCC(CC1)N1N=CC(=C1)B1OC(C(O1)(C)C)(C)C)(C)C (1-[4-(tert-butyl-dimethyl-silanyloxy)-cyclohexyl]-4-(4,4,5,5-tetramethyl-[1,3,2]dioxaborolan-2-yl)-1H-pyrazole), C(C)(C)(C)[Si](OC1CCC(CC1)N1N=CC(=C1)B1OC(C(O1)(C)C)(C)C)(C)C (1-[4-(tert-butyl-dimethyl-silanyloxy)-cyclohexyl]-4-(4,4,5,5-tetramethyl-[1,3,2]dioxaborolan-2-yl)-1H-pyrazole). The reactants are COC=1C(=CC(=C(C(=O)OC)C1)[N+](=O)[O-])OCCCCCl (methyl 5-methoxy-4-(4-chlorobutoxy)-2-nitrobenzoate), [H][H] (hydrogen). The reagents and catalysts are [Pd] (palladium/carbon). Solvent: CO (methanol). Run at temperature 40 celsius. Yields the product COC1=C(C=C(C(C(=O)OC)=C1)N)OCCCCCl (methyl 5-methoxy-4-(4-chlorobutoxy)anthranilate). The yield is 100.0%. Reaction SMILES: [CH3:1][O:2][C:3]1[C:4]([O:16][CH2:17][CH2:18][CH2:19][CH2:20][Cl:21])=[CH:5][C:6]([N+:13]([O-])=O)=[C:7]([CH:12]=1)[C:8]([O:10][CH3:11])=[O:9].[H][H]>[Pd].CO>[CH3:1][O:2][C:3]1[CH:12]=[C:7]([C:8]([O:10][CH3:11])=[O:9])[C:6]([NH2:13])=[CH:5][C:4]=1[O:16][CH2:17][CH2:18][CH2:19][CH2:20][Cl:21]. Procedure details: In a 50 mL volume glass flask equipped with a stirrer, a thermometer, a reflux condenser and a gas inlet were placed 2.02 g (6.29 mmol) of methyl 5-methoxy-4-(4-chlorobutoxy)-2-nitrobenzoate (purity: 99%) obtained in Reference Example III-10, and 40 mL of methanol. The resulting mixture was heated to 40° C. under stirring. To the mixture was added 0.2 g of 5 wt. % palladium/carbon (containing 49% water) at the same temperature. The resulting mixture was heated to the same temperature for 2 hours... Starting materials: BrC=1C=C2C(=C(C=NC2=CC1)C(C(C)C)=O)N[C@@H]1CC[C@H](CC1)NC(OC(C)(C)C)=O (tert-butyl trans-4-(6-bromo-3-isobutyrylquinolin-4-ylamino)cyclohexylcarbamate), ClC1=C(C(=CC(=C1)B1OC(C(O1)(C)C)(C)C)F)O (2-chloro-6-fluoro-4-(4,4,5,5-tetramethyl-1,3,2-dioxaborolan-2-yl)phenol). Isolated yield 100.7%. Procedure: Following general procedure D, tert-butyl trans-4-(6-bromo-3-isobutyrylquinolin-4-ylamino)cyclohexylcarbamate (49 mg, 0.100 mmol) was reacted with 2-chloro-6-fluoro-4-(4,4,5,5-tetramethyl-1,3,2-dioxaborolan-2-yl)phenol (102 mg, 0.375 mmol) to afford the crude product (56 mg) as an off-white solid: ESI MS m/z 556 [C30H35ClFN3O4+H]+. RXN SMILES: Br[C:2]1[CH:3]=[C:4]2[C:9](=[CH:10][CH:11]=1)[N:8]=[CH:7][C:6]([C:12](=[O:16])[CH:13]([CH3:15])[CH3:14])=[C:5]2[NH:17][C@H:18]1[CH2:23][CH2:22][C@H:21]([NH:24][C:25](=[O:31])[O:26][C:27]([CH3:30])([CH3:29])[CH3:28])[CH2:20][CH2:19]1.[Cl:32][C:33]1[CH:38]=[C:37](B2OC(C)(C)C(C)(C)O2)[CH:36]=[C:35]([F:48])[C:34]=1[OH:49]>>[Cl:32][C:33]1[CH:38]=[C:37]([C:2]2[CH:3]=[C:4]3[C:9](=[CH:10][CH:11]=2)[N:8]=[CH:7][C:6]([C:12](=[O:16])[CH:13]([CH3:15])[CH3:14])=[C:5]3[NH:17][C@H:18]2[CH2:19][CH2:20][C@H:21]([NH:24][C:25](=[O:31])[O:26][C:27]([CH3:30])([CH3:28])[CH3:29])[CH2:22][CH2:23]2)[CH:36]=[C:35]([F:48])[C:34]=1[OH:49]. The product is ClC=1C=C(C=C(C1O)F)C=1C=C2C(=C(C=NC2=CC1)C(C(C)C)=O)N[C@@H]1CC[C@H](CC1)NC(OC(C)(C)C)=O (tert-Butyl trans-4-[6-(3-chloro-5-fluoro-4-hydroxyphenyl)-3-isobutyrylquinolin-4-ylamino]cyclohexylcarbamate). Starting materials: CI, CCc1c(C2=NC(C)(C)C(=O)N2)nn(-c2ccc(Cl)cc2Cl)c1-c1ccc(Cl)cc1. Yields the product CCc1c(C2=NC(C)(C)C(=O)N2C)nn(-c2ccc(Cl)cc2Cl)c1-c1ccc(Cl)cc1. As a reaction SMILES: [CH3:31][I:32].[Cl:1][c:2]1[cH:3][cH:4][c:5](-[c:8]2[c:9]([CH2:29][CH3:30])[c:10]([C:21]3=[N:22][C:23]([CH3:27])([CH3:28])[C:24](=[O:26])[NH:25]3)[n:11][n:12]2-[c:13]2[c:14]([Cl:20])[cH:15][c:16]([Cl:19])[cH:17][cH:18]2)[cH:6][cH:7]1>>[Cl:1][c:2]1[cH:3][cH:4][c:5](-[c:8]2[c:9]([CH2:29][CH3:30])[c:10]([C:21]3=[N:22][C:23]([CH3:27])([CH3:28])[C:24](=[O:26])[N:25]3[CH3:31])[n:11][n:12]2-[c:13]2[c:14]([Cl:20])[cH:15][c:16]([Cl:19])[cH:17][cH:18]2)[cH:6][cH:7]1. The reactants are C(=O)(Cl)Cl (phosgene), C1(CCCCCC1)C1=NN=C(S1)N (5-cycloheptyl-2-amino-1,3,4-thiadiazole). Solvent: C(C)(=O)OCC (ethyl acetate), C(C)(=O)OCC (ethyl acetate). Run at time 16 hour. Product: C1(CCCCCC1)C1=NN=C(S1)N=C=O (5-cycloheptyl-1,3,4-thiadiazol-2-yl isocyanate). As a reaction SMILES: [C:1](Cl)(Cl)=[O:2].[CH:5]1([C:12]2[S:16][C:15]([NH2:17])=[N:14][N:13]=2)[CH2:11][CH2:10][CH2:9][CH2:8][CH2:7][CH2:6]1>C(OCC)(=O)C>[CH:5]1([C:12]2[S:16][C:15]([N:17]=[C:1]=[O:2])=[N:14][N:13]=2)[CH2:6][CH2:7][CH2:8][CH2:9][CH2:10][CH2:11]1. Reported procedure: A saturated solution of phosgene in ethyl acetate (100 ml) is charged into a glass reaction vessel equipped with a mechanical stirrer. A slurry of 5-cycloheptyl-2-amino-1,3,4-thiadiazole (50 grams) in ethyl acetate (300 ml) is added to the reaction vessel and the resulting mixture is stirred for a period of about 16 hours, resulting in the formation of a precipitate. The reaction mixture is then purged with nitrogen gas to remove unreacted phosgene. The purged mixture is then filtered to recover... The reactants are CC(=O)N(c1nc2c(Cl)cc(F)c(-n3c(=O)cc(C(F)(F)F)n(C)c3=O)c2o1)S(C)(=O)=O, NN. The product is Cn1c(C(F)(F)F)cc(=O)n(-c2c(F)cc(Cl)c3nc(NS(C)(=O)=O)oc23)c1=O. RXN SMILES: [C:1](=[O:2])([CH3:3])[N:4]([S:5](=[O:6])(=[O:7])[CH3:8])[c:9]1[o:10][c:11]2[c:12]([n:13]1)[c:14]([Cl:32])[cH:15][c:16]([F:31])[c:17]2-[n:18]1[c:19](=[O:30])[n:20]([CH3:29])[c:21]([C:25]([F:26])([F:27])[F:28])[cH:22][c:23]1=[O:24].[NH2:33][NH2:34]>>[NH:4]([S:5](=[O:6])(=[O:7])[CH3:8])[c:9]1[o:10][c:11]2[c:12]([n:13]1)[c:14]([Cl:32])[cH:15][c:16]([F:31])[c:17]2-[n:18]1[c:19](=[O:30])[n:20]([CH3:29])[c:21]([C:25]([F:26])([F:27])[F:28])[cH:22][c:23]1=[O:24]. Reactants: O (water), FC1=C2CNC(C2=CC=C1)=O (4-fluoro-2,3-dihydro-1H-isoindol-1-one), [H-].[Na+] (sodium hydride), BrCC1=CC=C(C=C1)C(C(=O)OC(C)(C)C)C1CCCC1 (tert-butyl(+/−)-[4-(bromomethyl)phenyl](cyclopentyl)acetate). Solvent: C(C)(=O)OCC (ethyl acetate), CN(C)C=O (DMF). Run at time 30 minute. Yields the product C1(CCCC1)C(C(=O)OC(C)(C)C)C1=CC=C(C=C1)CN1C(C2=CC=CC(=C2C1)F)=O (tert-Butyl(+/−)-cyclopentyl{4-[(4-fluoro-1-oxo-1,3-dihydro-2H-isoindol-2-yl)methyl]-phenyl}acetate). RXN SMILES: [F:1][C:2]1[CH:10]=[CH:9][CH:8]=[C:7]2[C:3]=1[CH2:4][NH:5][C:6]2=[O:11].[H-].[Na+].Br[CH2:15][C:16]1[CH:21]=[CH:20][C:19]([CH:22]([CH:30]2[CH2:34][CH2:33][CH2:32][CH2:31]2)[C:23]([O:25][C:26]([CH3:29])([CH3:28])[CH3:27])=[O:24])=[CH:18][CH:17]=1.O>CN(C=O)C.C(OCC)(=O)C>[CH:30]1([CH:22]([C:19]2[CH:20]=[CH:21][C:16]([CH2:15][N:5]3[CH2:4][C:3]4[C:7](=[CH:8][CH:9]=[CH:10][C:2]=4[F:1])[C:6]3=[O:11])=[CH:17][CH:18]=2)[C:23]([O:25][C:26]([CH3:27])([CH3:29])[CH3:28])=[O:24])[CH2:34][CH2:33][CH2:32][CH2:31]1 |f:1.2|. Reported procedure: At 0° C., 280 mg (1.85 mmol) of 4-fluoro-2,3-dihydro-1H-isoindol-1-one were added to a suspension of 96.3 mg (2.41 mmol, 60% pure) of sodium hydride in 1 ml of DMF. The mixture was stirred for 30 min, and 654.5 mg (1.85 mmol) of tert-butyl(+/−)-[4-(bromomethyl)phenyl](cyclopentyl)acetate were then added at 0° C. Stirring was continued for a further 2 h, and water and ethyl acetate were then added to the reaction mixture. The organic phase was washed with saturated sodium chloride solution and dr... Starting materials: CCO, CC(=O)C(CN1CCC(O)CC1)CN1CCCCC1O, O=C(O)C(=O)O. The product is C=C(CN1CCC(O)CC1)C(C)=O. RXN SMILES: [CH2:27]([OH:28])[CH3:29].[OH:1][CH:2]1[CH2:3][CH2:4][N:5]([CH2:8][CH:9]([C:10]([CH3:11])=[O:12])[CH2:13][N:14]2[CH2:15][CH2:16][CH2:17][CH2:18][CH:19]2[OH:20])[CH2:6][CH2:7]1.[OH:21][C:22]([C:23](=[O:24])[OH:25])=[O:26]>>[OH:1][CH:2]1[CH2:3][CH2:4][N:5]([CH2:8][C:9]([C:10]([CH3:11])=[O:12])=[CH2:13])[CH2:6][CH2:7]1. Reactants: C([O-])([O-])=O.[Na+].[Na+] (sodium carbonate), Cl (hydrogen chloride), NCC1=CC=C(C(=O)O)C=C1 (4-(aminomethyl)benzoic acid), O=C1N(C(C2=CC=CC=C12)=O)C(=O)OCC (ethyl 1,3-dioxo-2,3-dihydro-1H-isoindole-2-carboxylate). Run in O (water). Reaction conditions: temperature 25 celsius, time 3 hour. The product is O=C1N(C(C2=CC=CC=C12)=O)CC1=CC=C(C(=O)O)C=C1 (4-[(1,3-dioxo-2,3-dihydro-1H-isoindol-2-yl)methyl]benzoic acid). As a reaction SMILES: C(=O)([O-])[O-].[Na+].[Na+].[NH2:7][CH2:8][C:9]1[CH:17]=[CH:16][C:12]([C:13]([OH:15])=[O:14])=[CH:11][CH:10]=1.[O:18]=[C:19]1[C:27]2[C:22](=[CH:23][CH:24]=[CH:25][CH:26]=2)[C:21](=[O:28])N1C(OCC)=O.Cl>O>[O:18]=[C:19]1[C:27]2[C:22](=[CH:23][CH:24]=[CH:25][CH:26]=2)[C:21](=[O:28])[N:7]1[CH2:8][C:9]1[CH:10]=[CH:11][C:12]([C:13]([OH:15])=[O:14])=[CH:16][CH:17]=1 |f:0.1.2|. Procedure: Into a 250-mL 3-necked round-bottom flask, was placed sodium carbonate (3.7 g, 34.91 mmol, 0.54 equiv), water (66 mL), 4-(aminomethyl)benzoic acid (9.7 g, 64.17 mmol, 1.00 equiv) and ethyl 1,3-dioxo-2,3-dihydro-1H-isoindole-2-carboxylate (14.6 g, 66.61 mmol, 1.04 equiv). The resulting solution was stirred for 3 h at 25° C. The pH value of the solution was adjusted to 4 with hydrogen chloride (1 mol/L). The solids were collected by filtration. The filter cake was washed with 1×100 mL of water. Th... Isolated yield 50.1%. Reaction SMILES: [CH3:1][O:2][C:3]1[CH:8]=[CH:7][C:6]([CH:9]2[CH2:13]OS(=O)(=O)[N:10]2[CH:16]([CH:24]([CH3:26])[CH3:25])[C:17]([O:19]C(C)(C)C)=[O:18])=[CH:5][CH:4]=1.[CH2:27]([NH2:34])[C:28]1[CH:33]=[CH:32][CH:31]=[CH:30][CH:29]=1.[C:35]([O-])([O-])=[O:36].[Cs+].[Cs+].C(Cl)(Cl)=O.Cl>CCOC(C)=O.C(#N)C>[CH2:27]([N:34]1[CH2:13][CH:9]([C:6]2[CH:5]=[CH:4][C:3]([O:2][CH3:1])=[CH:8][CH:7]=2)[N:10]([CH:16]([CH:24]([CH3:25])[CH3:26])[C:17]([OH:19])=[O:18])[C:35]1=[O:36])[C:28]1[CH:33]=[CH:32][CH:31]=[CH:30][CH:29]=1 |f:2.3.4|. Run at temperature 55 celsius, time 5 hour. Run in C(C)#N (acetonitrile), CCOC(=O)C (EtOAc). Procedure: t-Butyl 2-(4-(4-methoxyphenyl)-2,2-dioxo-(1,2,3) oxathiazolidin-3-yl)-3-methylbutyrate (0.30 g; 0.778 mmol) was introduced into acetonitrile (5 ml). Benzylamine (0.10 g; 0.93 mmol) and Cs2CO3 (0.50 g; 1.55 mmol) were added thereto, and the reaction mixture was stirred at 55° C. for 5 h. It was then filtered through kieselguhr, and the residue was washed with a solution of methanol (3%) in acetonitrile. The filtrate was concentrated in a rotary evaporator, and the residue was taken up in dioxane ... Reactants: C(=O)(Cl)Cl (phosgene), C(C1=CC=CC=C1)N (Benzylamine), C(=O)([O-])[O-].[Cs+].[Cs+] (Cs2CO3), COC1=CC=C(C=C1)C1N(S(OC1)(=O)=O)C(C(=O)OC(C)(C)C)C(C)C (t-Butyl 2-(4-(4-methoxyphenyl)-2,2-dioxo-(1,2,3) oxathiazolidin-3-yl)-3-methylbutyrate), Cl (HCl). The product is C(C1=CC=CC=C1)N1C(N(C(C1)C1=CC=C(C=C1)OC)C(C(=O)O)C(C)C)=O (2-(3-benzyl-5-(4-methoxyphenyl)-2-oxoimidazolidin-1-yl)-3-methylbutyric acid).